This data is from the Open Reaction Database (ORD), a public repository of structured organic reaction records. The task is: describe an organic reaction: reactants, conditions, products, and yield Starting materials: Cn1nnc(-c2ccn3ccnc3c2)n1, O=C1CCC(=O)N1I, CN(C)C=O. Product: Cn1nnc(-c2ccn3c(I)cnc3c2)n1. Reaction SMILES: [CH3:9][n:10]1[n:11][c:12](-[c:15]2[cH:16][c:17]3[n:18]([cH:19][cH:20]2)[cH:21][cH:22][n:23]3)[n:13][n:14]1.[I:1][N:2]1[C:3](=[O:4])[CH2:5][CH2:6][C:7]1=[O:8].[O:24]=[CH:25][N:26]([CH3:27])[CH3:28]>>[I:1][c:21]1[n:18]2[c:17]([cH:16][c:15](-[c:12]3[n:11][n:10]([CH3:9])[n:14][n:13]3)[cH:20][cH:19]2)[n:23][cH:22]1. Reactants: FC=1C=C(C(=C2C(CC(SC12)C)OCC)C)C(=O)C=1C=NN(C1O)CC (8-fluoro-4-ethoxy-2,5-dimethyl-6-(1-ethyl-5-hydroxypyrazol-4-yl)carbonylthiochroman), FC=1C=C(C(=C2C(CC(SC12)C)OCC)C)C(=O)C=1C=NN(C1O)CC (8-fluoro-4-ethoxy-2,5-dimethyl-6-(1-ethyl-5-hydroxypyrazol-4-yl)carbonylthiochroman), C(C)(=O)O (acetic acid), OO (hydrogen peroxide), O (water). Conditions: temperature 100 celsius. The product is FC=1C=C(C(=C2C(CC(S(C12)(=O)=O)C)OCC)C)C(=O)C=1C=NN(C1O)CC (8-fluoro-4-ethoxy-2,5-dimethyl-6-(1-ethyl-5-hydroxypyrazol-4-yl)carbonyl-thiochroman-1,1-dioxide). Reaction SMILES: [F:1][C:2]1[CH:3]=[C:4]([C:17]([C:19]2[CH:20]=[N:21][N:22]([CH2:25][CH3:26])[C:23]=2[OH:24])=[O:18])[C:5]([CH3:16])=[C:6]2[C:11]=1[S:10][CH:9]([CH3:12])[CH2:8][CH:7]2[O:13][CH2:14][CH3:15].C(O)(=[O:29])C.OO.[OH2:33]>>[F:1][C:2]1[CH:3]=[C:4]([C:17]([C:19]2[CH:20]=[N:21][N:22]([CH2:25][CH3:26])[C:23]=2[OH:24])=[O:18])[C:5]([CH3:16])=[C:6]2[C:11]=1[S:10](=[O:29])(=[O:33])[CH:9]([CH3:12])[CH2:8][CH:7]2[O:13][CH2:14][CH3:15]. Procedure: A 50-ml egg-plant type flask was charged with 4.8 g (0.013 mol) of 8-fluoro-4-ethoxy-2,5-dimethyl-6-(1-ethyl-5-hydroxypyrazol-4-yl)carbonylthiochroman (Compound 43), 20 ml of acetic acid and 4.5 g (0.04 mol) of a 30% hydrogen peroxide aqueous solution and the mixture was heated at 100° C. for 1 hour. After allowed to cool, the reaction mixture was poured into 100 ml of water. The precipitated oil was extracted with ethyl acetate and the extract was dried over anhydrous sodium sulfate and then co...